From a dataset of the Open Reaction Database (ORD), a public repository of structured organic reaction records. describe an organic reaction: reactants, conditions, products, and yield The reactants are O[C@@H]1C[C@H](N(C1)C(=O)OCC1=CC=C(C=C1)[N+](=O)[O-])C(=O)OC ((2S,4R)-4-hydroxy-2-methoxycarbonyl-1-(4-nitrobenzyloxycarbonyl)pyrrolidine), N1C=NC=C1 (imidazole), [Si](C)(C)(C(C)(C)C)Cl (t-butyldimethylsilyl chloride). Run in CN(C=O)C (N,N-dimethylformamide), C(C)(=O)OCC (ethyl acetate). Conditions: time 14 hour. Yields the product [Si](C)(C)(C(C)(C)C)O[C@@H]1C[C@H](N(C1)C(=O)OCC1=CC=C(C=C1)[N+](=O)[O-])C(=O)OC ((2S,4R)-4-t-butyldimethylsilyloxy-2-methoxycarbonyl-1-(4-nitrobenzyloxycarbonyl)pyrrolidine). Isolated yield 108.0%. RXN SMILES: [OH:1][C@H:2]1[CH2:6][N:5]([C:7]([O:9][CH2:10][C:11]2[CH:16]=[CH:15][C:14]([N+:17]([O-:19])=[O:18])=[CH:13][CH:12]=2)=[O:8])[C@H:4]([C:20]([O:22][CH3:23])=[O:21])[CH2:3]1.N1C=CN=C1.[Si:29](Cl)([C:32]([CH3:35])([CH3:34])[CH3:33])([CH3:31])[CH3:30]>CN(C)C=O.C(OCC)(=O)C>[Si:29]([O:1][C@H:2]1[CH2:6][N:5]([C:7]([O:9][CH2:10][C:11]2[CH:12]=[CH:13][C:14]([N+:17]([O-:19])=[O:18])=[CH:15][CH:16]=2)=[O:8])[C@H:4]([C:20]([O:22][CH3:23])=[O:21])[CH2:3]1)([C:32]([CH3:35])([CH3:34])[CH3:33])([CH3:31])[CH3:30]. Reported procedure: To a solution of (2S,4R)-4-hydroxy-2-methoxycarbonyl-1-(4-nitrobenzyloxycarbonyl)pyrrolidine (178 g) in N,N-dimethylformamide (500 ml) were added imidazole (93.9 g) and t-butyldimethylsilyl chloride (93.9 g), and the mixture was stirred at ambient temperature for 14 hours. The reaction mixture was diluted with ethyl acetate (2.0 l) and washed in turn with water and brine, and then dried over magnesium sulfate. Removal of the solvent gave (2S,4R)-4-t-butyldimethylsilyloxy-2-methoxycarbonyl-1-(4-n...